Dataset: the Open Reaction Database (ORD), a public repository of structured organic reaction records. Task: describe an organic reaction: reactants, conditions, products, and yield Starting materials: [F-].[Cs+] (Cesium fluoride), PEG400, ClCSC1=CC=C(C=C1)C ((Chloromethyl)(p-tolyl)sulfane). Run in C(C)#N (acetonitrile). Product: FCSC1=CC=C(C=C1)C ((fluoromethyl)(p-tolyl)sulfane). The yield is 67.7%. Reaction SMILES: [F-:1].[Cs+].Cl[CH2:4][S:5][C:6]1[CH:11]=[CH:10][C:9]([CH3:12])=[CH:8][CH:7]=1>C(#N)C>[F:1][CH2:4][S:5][C:6]1[CH:11]=[CH:10][C:9]([CH3:12])=[CH:8][CH:7]=1 |f:0.1|. Procedure details: Cesium fluoride (149.55 g, 2 eq) was added to a mixture of PEG400 (90 mL) and acetonitrile (540 mL). The mixture was stirred a few minute under an argon atmosphere and then acetonitrile (90 mL) was removed by distillation. (Chloromethyl)(p-tolyl)sulfane (102.68 g, 492.25 mmol) was added. The reaction mixture was stirred at a temperature between 80° C. and 85° C. until the reaction was complete. The suspension formed, was filtered and the filtrate was concentrated. The crude product was purified ...